From a dataset of the Open Reaction Database (ORD), a public repository of structured organic reaction records. describe an organic reaction: reactants, conditions, products, and yield The reactants are ClCC1=CC=C(C=C1)N1N=C(C=2CCCCC12)C(F)(F)F (1-[4-(chloromethyl)phenyl]-3-(trifluoromethyl)-4,5,6,7-tetrahydro-1H-indazole), CNS(=O)(=O)C (N-methyl methanesulfonamide). Yields the product CN(S(=O)(=O)C)CC1=CC=C(C=C1)N1N=C(C=2CCCCC12)C(F)(F)F (N-methyl-N-({4-[3-(trifluoromethyl)-4,5,6,7-tetrahydro-1H-indazol-1-yl]phenyl}methyl)methanesulfonamide). RXN SMILES: Cl[CH2:2][C:3]1[CH:8]=[CH:7][C:6]([N:9]2[C:17]3[CH2:16][CH2:15][CH2:14][CH2:13][C:12]=3[C:11]([C:18]([F:21])([F:20])[F:19])=[N:10]2)=[CH:5][CH:4]=1.[CH3:22][NH:23][S:24]([CH3:27])(=[O:26])=[O:25]>>[CH3:22][N:23]([CH2:2][C:3]1[CH:8]=[CH:7][C:6]([N:9]2[C:17]3[CH2:16][CH2:15][CH2:14][CH2:13][C:12]=3[C:11]([C:18]([F:21])([F:20])[F:19])=[N:10]2)=[CH:5][CH:4]=1)[S:24]([CH3:27])(=[O:26])=[O:25]. Procedure: The title compound was prepared from 1-[4-(chloromethyl)phenyl]-3-(trifluoromethyl)-4,5,6,7-tetrahydro-1H-indazole and N-methyl methanesulfonamide using a similar procedure to that described for Description 15. Yields the product COc1nc(NC(=O)NS(=O)(=O)c2cccc3ccccc23)nc(OC)n1. RXN SMILES: [CH3:28][C:29]#[N:30].[NH2:1][c:2]1[n:3][c:4]([O:10][CH3:11])[n:5][c:6]([O:8][CH3:9])[n:7]1.[c:12]1([S:22](=[O:23])(=[O:24])[N:25]=[C:26]=[O:27])[cH:13][cH:14][cH:15][c:16]2[cH:17][cH:18][cH:19][cH:20][c:21]12>>[NH:1]([c:2]1[n:3][c:4]([O:10][CH3:11])[n:5][c:6]([O:8][CH3:9])[n:7]1)[C:26]([NH:25][S:22]([c:12]1[cH:13][cH:14][cH:15][c:16]2[cH:17][cH:18][cH:19][cH:20][c:21]12)(=[O:23])=[O:24])=[O:27]. Starting materials: CC#N, COc1nc(N)nc(OC)n1, O=C=NS(=O)(=O)c1cccc2ccccc12. Reactants: intermediate 43, ICCC (1-iodopropane), [OH-].[Na+] (NaOH), C1(CC1)C=1C=C(C2=C(N1)NN=C2)C(=O)OCC (ethyl 6-cyclopropyl-1H-pyrazolo[3,4-b]pyridine-4-carboxylate), [H-].[Na+] (sodium hydride). Solvent: CN(C)C=O (DMF). Yields the product C1(CC1)C=1C=C(C2=C(N1)N(N=C2)CCC)C(=O)O (6-Cyclopropyl-1-propyl-1H-pyrazolo[3,4-b]pyridine-4-carboxylic acid). Reaction SMILES: [CH:1]1([C:4]2[CH:5]=[C:6]([C:13]([O:15]CC)=[O:14])[C:7]3[CH:12]=[N:11][NH:10][C:8]=3[N:9]=2)[CH2:3][CH2:2]1.[H-].[Na+].I[CH2:21][CH2:22][CH3:23].[OH-].[Na+]>CN(C=O)C>[CH:1]1([C:4]2[CH:5]=[C:6]([C:13]([OH:15])=[O:14])[C:7]3[CH:12]=[N:11][N:10]([CH2:21][CH2:22][CH3:23])[C:8]=3[N:9]=2)[CH2:2][CH2:3]1 |f:1.2,4.5|. Reported procedure: The title compound was prepared as in the same manner as described for intermediate 43 using ethyl 6-cyclopropyl-1H-pyrazolo[3,4-b]pyridine-4-carboxylate (200 mg, 0.865 mmol), sodium hydride (29.1 mg, 1.211 mmol), DMF (10 mL), 1-iodopropane (162 mg, 0.951 mmol), and NaOH (1 mL). The crude product was purified by silica gel chromatography (eluent: 0 to 10% MeOH:DCM) to afford the final product as a solid, 90 mg (42%). Regiochemical assignment supported by 2D HNMR. LCMS E-S (M+H)=246.0 1H NMR (400...